This data is from the Open Reaction Database (ORD), a public repository of structured organic reaction records. The task is: describe an organic reaction: reactants, conditions, products, and yield Reactants: O=C(C=Cc1ccccc1)c1ccc(N2CCN(c3ccncc3)CC2)cc1, O=C(c1ccccc1)c1ccc(F)cc1. The product is CC(=O)c1ccc(N2CCN(c3ccncc3)CC2)cc1. RXN SMILES: [C:1]([CH:2]=[CH:3][c:4]1[cH:5][cH:6][cH:7][cH:8][cH:9]1)(=[O:10])[c:11]1[cH:12][cH:13][c:14]([N:17]2[CH2:18][CH2:19][N:20]([c:23]3[cH:24][cH:25][n:26][cH:27][cH:28]3)[CH2:21][CH2:22]2)[cH:15][cH:16]1.[F:29][c:30]1[cH:31][cH:32][c:33]([C:34]([c:35]2[cH:36][cH:37][cH:38][cH:39][cH:40]2)=[O:41])[cH:42][cH:43]1>>[C:1]([CH3:2])(=[O:10])[c:11]1[cH:12][cH:13][c:14]([N:17]2[CH2:18][CH2:19][N:20]([c:23]3[cH:24][cH:25][n:26][cH:27][cH:28]3)[CH2:21][CH2:22]2)[cH:15][cH:16]1. Procedure details: A jacketed flask was charged with a solution of dry ammonium acetate (2.31 g, 30.0 mmol) in absolute ethanol (30 mL) which was warmed to 65° C. by boiling methanol in the jacket. A solution of 4-selenanone (2.45 g, 15.0 mmol) and benzaldehyde (3.18 g, 30.0 mmol) in absolute ethanol (15 mL) was added in one portion. The resulting solution was stirred under nitrogen at 65° C. for 45 minutes. After cooling the reaction mixture to about 30°-40° C., ether (15 mL) was added and stirring was continued ... Product: C1(=CC=CC=C1)C1C2C[Se]CC(C(N1)C1=CC=CC=C1)C2=O (6,8-diphenyl-3-selena-7-azabicyclo[3.3.1]nonan-9-one). Conditions: temperature 65 celsius, time 45 minute. The solvent is CCOCC (ether), C(C)O (ethanol), C(C)O (ethanol). Reactants: C(C)(=O)[O-].[NH4+] (ammonium acetate), [Se]1CCC(CC1)=O (4-selenanone), C(C1=CC=CC=C1)=O (benzaldehyde), CO (methanol). Isolated yield 17.0%. As a reaction SMILES: [C:1]([O-])(=O)[CH3:2].[NH4+:5].[CH3:6][OH:7].[Se:8]1[CH2:13][CH2:12][C:11](=O)[CH2:10][CH2:9]1.[CH:15](=O)[C:16]1[CH:21]=[CH:20][CH:19]=[CH:18][CH:17]=1>C(O)C.CCOCC>[C:16]1([CH:15]2[NH:5][CH:11]([C:1]3[CH:2]=[CH:12][CH:11]=[CH:10][CH:9]=3)[CH:10]3[C:6](=[O:7])[CH:12]2[CH2:13][Se:8][CH2:9]3)[CH:21]=[CH:20][CH:19]=[CH:18][CH:17]=1 |f:0.1|. Yields the product CC(=O)c1ccc(SCC(=O)O)cc1. Reactants: C1CCOC1, COC(=O)CSc1ccc(C(C)=O)cc1, Cl, [Li+], [OH-], O. Reaction SMILES: [CH2:19]1[O:20][CH2:21][CH2:22][CH2:23]1.[CH3:1][O:2][C:3]([CH2:4][S:5][c:6]1[cH:7][cH:8][c:9]([C:12]([CH3:13])=[O:14])[cH:10][cH:11]1)=[O:15].[ClH:18].[Li+:17].[OH-:16].[OH2:24]>>[O:2]=[C:3]([CH2:4][S:5][c:6]1[cH:7][cH:8][c:9]([C:12]([CH3:13])=[O:14])[cH:10][cH:11]1)[OH:15]. Starting materials: CCC1CC2C3CCC4=CC(=O)CCC4=C3C=CC2(C)C1OC(C)=O, O=C([O-])[O-], CO, [K+], [K+], O. Yields the product CCC1CC2C3CCC4=CC(=O)CCC4=C3C=CC2(C)C1O. As a reaction SMILES: [C:1](=[O:2])([CH3:3])[O:4][CH:5]1[C:6]2([CH3:7])[CH:8]([CH2:9][CH:10]1[CH2:11][CH3:12])[CH:13]1[CH2:14][CH2:15][C:16]3=[CH:17][C:18](=[O:25])[CH2:19][CH2:20][C:21]3=[C:22]1[CH:23]=[CH:24]2.[C:26](=[O:27])([O-:28])[O-:29].[CH3:32][OH:33].[K+:30].[K+:31].[OH2:34]>>[OH:4][CH:5]1[C:6]2([CH3:7])[CH:8]([CH2:9][CH:10]1[CH2:11][CH3:12])[CH:13]1[CH2:14][CH2:15][C:16]3=[CH:17][C:18](=[O:25])[CH2:19][CH2:20][C:21]3=[C:22]1[CH:23]=[CH:24]2. Starting materials: ClC1=CC=C(S1)C1=CC(=NO1)CN1C(=NC2=C1C=CC=C2C(=O)O)C(NC2CCN(CC2)C(C)C)=O (1-[5-(5-chloro-thiophen-2-yl)-isoxazol-3-ylmethyl]-2-(1-isopropyl-piperidin-4-ylcarbamoyl)-1H-benzoimidazole-4-carboxylic acid), Cl.COC1CNC1 (3-methoxy-azetidine-hydrochloride). Yields the product C(C)(C)N1CCC(CC1)NC(=O)C1=NC2=C(N1CC1=NOC(=C1)C=1SC(=CC1)Cl)C=CC=C2C(=O)N2CC(C2)OC (1-[5-(5-Chloro-thiophen-2-yl)-isoxazol-3-ylmethyl]-4-(3-methoxy-azetidine-1-carbonyl)-1H-benzoimidazole-2-carboxylic acid (1-isopropyl-piperidin-4-yl)-amide). Reaction SMILES: [Cl:1][C:2]1[S:6][C:5]([C:7]2[O:11][N:10]=[C:9]([CH2:12][N:13]3[C:17]4[CH:18]=[CH:19][CH:20]=[C:21]([C:22](O)=[O:23])[C:16]=4[N:15]=[C:14]3[C:25](=[O:36])[NH:26][CH:27]3[CH2:32][CH2:31][N:30]([CH:33]([CH3:35])[CH3:34])[CH2:29][CH2:28]3)[CH:8]=2)=[CH:4][CH:3]=1.Cl.[CH3:38][O:39][CH:40]1[CH2:43][NH:42][CH2:41]1>>[CH:33]([N:30]1[CH2:31][CH2:32][CH:27]([NH:26][C:25]([C:14]2[N:13]([CH2:12][C:9]3[CH:8]=[C:7]([C:5]4[S:6][C:2]([Cl:1])=[CH:3][CH:4]=4)[O:11][N:10]=3)[C:17]3[CH:18]=[CH:19][CH:20]=[C:21]([C:22]([N:42]4[CH2:43][CH:40]([O:39][CH3:38])[CH2:41]4)=[O:23])[C:16]=3[N:15]=2)=[O:36])[CH2:28][CH2:29]1)([CH3:35])[CH3:34] |f:1.2|. Reported procedure: 1-[5-(5-Chloro-thiophen-2-yl)-isoxazol-3-ylmethyl]-4-(3-methoxy-azetidine-1-carbonyl)-1H-benzoimidazole-2-carboxylic acid (1-isopropyl-piperidin-4-yl)-amide was prepared by a procedure according to example 22 starting from 205 mg (0.34 mmol) 1-[5-(5-chloro-thiophen-2-yl)-isoxazol-3-ylmethyl]-2-(1-isopropyl-piperidin-4-ylcarbamoyl)-1H-benzoimidazole-4-carboxylic acid and 46.6 mg (0.37 mmol) 3-methoxy-azetidine-hydrochloride. The title compound was obtained as its formiate. Subsequent transformati...